This data is from the Open Reaction Database (ORD), a public repository of structured organic reaction records. The task is: describe an organic reaction: reactants, conditions, products, and yield Reactants: N(N)C1=CC=C(C(=O)O)C=C1 (4-Hydrazinobenzoic acid), ClC1=C(N=NC2=CC=CC=C12)C(=O)OC (Methyl 4-chlorocinnoline-3-carboxylate). The solvent is C(C)O (ethanol). Run at temperature 47.5 celsius, time 1 hour. Product: O=C1N(NC2=C1N=NC=1C=CC=CC21)C2=CC=C(C(=O)O)C=C2 (4-(3-oxo-1,3-dihydro-2H-pyrazolo[4,3-c]cinnolin-2-yl)benzoic acid), powder. Isolated yield 86.7%. As a reaction SMILES: [NH:1]([C:3]1[CH:11]=[CH:10][C:6]([C:7]([OH:9])=[O:8])=[CH:5][CH:4]=1)[NH2:2].Cl[C:13]1[C:22]2[C:17](=[CH:18][CH:19]=[CH:20][CH:21]=2)[N:16]=[N:15][C:14]=1[C:23](OC)=[O:24]>C(O)C>[O:24]=[C:23]1[C:14]2[N:15]=[N:16][C:17]3[CH:18]=[CH:19][CH:20]=[CH:21][C:22]=3[C:13]=2[NH:2][N:1]1[C:3]1[CH:4]=[CH:5][C:6]([C:7]([OH:9])=[O:8])=[CH:10][CH:11]=1. Reported procedure: 4-Hydrazinobenzoic acid (68.4 mg, 0.45 mmol) was mixed at room temperature with ethanol (5 ml) to give a creme-coloured suspension. Methyl 4-chlorocinnoline-3-carboxylate (100 mg, 0.45 mmol) was added and the mixture was heated to 45-50° C. for 1 h. The reaction mixture was cooled to room temperature and the solvent was removed under vacuum. Ethyl acetate (10 ml) was added to the residue. The mixture was stirred at room temperature for 1 h. The solids were collected by filtration and dried under...